Dataset: the Open Reaction Database (ORD), a public repository of structured organic reaction records. Task: describe an organic reaction: reactants, conditions, products, and yield Reactants: NC1C(CCC1)NC(C1=C(C=C(C=C1SC)C(F)(F)F)OC)=O (N-((1RS,2SR)-2-amino-cyclopentyl)-2-methoxy-6-methylsulfanyl-4-trifluoromethyl-benzamide), NC1C(CCC1)NC(C1=C(C=C(C=C1SC)C(F)(F)F)OC)=O (N-((1RS,2SR)-2-amino-cyclopentyl)-2-methoxy-6-methylsulfanyl-4-trifluoromethyl-benzamide), O1CCC(CC1)=O (tetrahydro-4H-pyran-4-one). Product: COC1=C(C(=O)NC2C(CCC2)NC2CCOCC2)C(=CC(=C1)C(F)(F)F)SC (2-Methoxy-6-methylsulfanyl-N-[(1RS,2SR)-2-(tetrahydro-pyran-4-ylamino)-cyclopentyl]-4-trifluoromethyl-benzamide). Reaction SMILES: [NH2:1][CH:2]1[CH2:6][CH2:5][CH2:4][CH:3]1[NH:7][C:8](=[O:23])[C:9]1[C:14]([S:15][CH3:16])=[CH:13][C:12]([C:17]([F:20])([F:19])[F:18])=[CH:11][C:10]=1[O:21][CH3:22].[O:24]1[CH2:29][CH2:28][C:27](=O)[CH2:26][CH2:25]1>>[CH3:22][O:21][C:10]1[CH:11]=[C:12]([C:17]([F:19])([F:20])[F:18])[CH:13]=[C:14]([S:15][CH3:16])[C:9]=1[C:8]([NH:7][CH:3]1[CH2:4][CH2:5][CH2:6][CH:2]1[NH:1][CH:27]1[CH2:28][CH2:29][O:24][CH2:25][CH2:26]1)=[O:23]. Reported procedure: The title compound, white solid, MS: m/e=433.2 [(M+H)+], was prepared in accordance with the general method of example 11 from N-((1RS,2SR)-2-amino-cyclopentyl)-2-methoxy-6-methylsulfanyl-4-trifluoromethyl-benzamide (intermediate O) and tetrahydro-4H-pyran-4-one. The reactants are OC1(CCC(C2=CC=CC=C12)C)C(=O)OCC (Ethyl 1,2,3,4-tetrahydro-1-hydroxy-4-methyl-1-naphthalenecarboxylate), C1(=CC=C(C=C1)S(=O)(=O)O)C (p-toluenesulfonic acid), O (water). The solvent is C1(=CC=CC=C1)C (toluene). Yields the product CC1CC=C(C2=CC=CC=C12)C(=O)OCC (Ethyl 3,4-dihydro-4-methyl-1-naphthalenecarboxylate). Yield: 93.0%. Reaction SMILES: O[C:2]1([C:13]([O:15][CH2:16][CH3:17])=[O:14])[C:11]2[C:6](=[CH:7][CH:8]=[CH:9][CH:10]=2)[CH:5]([CH3:12])[CH2:4][CH2:3]1.C1(C)C=CC(S(O)(=O)=O)=CC=1.O>C1(C)C=CC=CC=1>[CH3:12][CH:5]1[C:6]2[C:11](=[CH:10][CH:9]=[CH:8][CH:7]=2)[C:2]([C:13]([O:15][CH2:16][CH3:17])=[O:14])=[CH:3][CH2:4]1. Reported procedure: The compound from Example 27 (42 g, 0.18 mole) and p-toluenesulfonic acid (6 g) were dissolved in 500 mL toluene and heated at reflux for 30 minutes with removal of water (Dean-Stark trap). The solution was cooled and washed with saturated sodium bicarbonate, dried over sodium sulfate, filtered and evaporated. The residual syrup was chromatographed on silica gel (0-3% ethyl acetate in heptane) to give the title compound in 93% yield.